Dataset: the Open Reaction Database (ORD), a public repository of structured organic reaction records. Task: describe an organic reaction: reactants, conditions, products, and yield Product: O=C(CO)NC1CC(n2cnc3c(NCC(c4ccccc4)c4ccccc4)nc(Cl)nc32)C(O)C1O. The reactants are O=C([O-])[O-], CO, CC(=O)OCC(=O)NC1CC(n2cnc3c(NCC(c4ccccc4)c4ccccc4)nc(Cl)nc32)C(O)C1O, [K+], [K+]. RXN SMILES: [C:41](=[O:42])([O-:43])[O-:44].[CH3:47][OH:48].[Cl:1][c:2]1[n:3][c:4]([NH:26][CH2:27][CH:28]([c:29]2[cH:30][cH:31][cH:32][cH:33][cH:34]2)[c:35]2[cH:36][cH:37][cH:38][cH:39][cH:40]2)[c:5]2[n:6][cH:7][n:8]([CH:11]3[CH:12]([OH:25])[CH:13]([OH:24])[CH:14]([NH:16][C:17](=[O:18])[CH2:19][O:20][C:21](=[O:22])[CH3:23])[CH2:15]3)[c:9]2[n:10]1.[K+:45].[K+:46]>>[Cl:1][c:2]1[n:3][c:4]([NH:26][CH2:27][CH:28]([c:29]2[cH:30][cH:31][cH:32][cH:33][cH:34]2)[c:35]2[cH:36][cH:37][cH:38][cH:39][cH:40]2)[c:5]2[n:6][cH:7][n:8]([CH:11]3[CH:12]([OH:25])[CH:13]([OH:24])[CH:14]([NH:16][C:17](=[O:18])[CH2:19][OH:20])[CH2:15]3)[c:9]2[n:10]1. Reactants: C1(=CC=CC=C1)C (toluene), ClCCCOC(C1=C(C=C(C=C1)N)N)=O ((3-chloropropyl)-2,4-diaminobenzoate), N1CCOCC1 (morpholine). Solvent: O (water). Yields the product O1CCN(CC1)CCCOC(C1=C(C=C(C=C1)N)N)=O ((3-morpholinopropyl)-2,4-diaminobenzoate). The yield is 46.3%. As a reaction SMILES: C1(C)C=CC=CC=1.Cl[CH2:9][CH2:10][CH2:11][O:12][C:13](=[O:22])[C:14]1[CH:19]=[CH:18][C:17]([NH2:20])=[CH:16][C:15]=1[NH2:21].[NH:23]1[CH2:28][CH2:27][O:26][CH2:25][CH2:24]1>O>[O:26]1[CH2:27][CH2:28][N:23]([CH2:9][CH2:10][CH2:11][O:12][C:13](=[O:22])[C:14]2[CH:19]=[CH:18][C:17]([NH2:20])=[CH:16][C:15]=2[NH2:21])[CH2:24][CH2:25]1. Reported procedure: A mixture of 35 ml of toluene, 4.6 g of (3-chloropropyl)-2,4-diaminobenzoate and 3.5 g of morpholine was refluxed for 10 hrs, cooled to room temperature, and poured into 70 ml of water with stirring. The precipitate was filtered, washed with hexane and dried. Recrystallization from toluene gave 2.6 g (3-morpholinopropyl)-2,4-diaminobenzoate, a white solid, mp 96° C. Reactants: CCc1cccc(CC)c1B(O)O, COC(=O)c1c(Cl)cc(Cl)nc1C(F)(F)F, Cc1ccccc1, [Na+], [Na+], O=C([O-])[O-], c1ccc(P(c2ccccc2)(c2ccccc2)[Pd](P(c2ccccc2)(c2ccccc2)c2ccccc2)(P(c2ccccc2)(c2ccccc2)c2ccccc2)P(c2ccccc2)(c2ccccc2)c2ccccc2)cc1. The product is CCc1cccc(CC)c1-c1cc(Cl)c(C(=O)OC)c(C(F)(F)F)n1. As a reaction SMILES: [CH2:17]([CH3:18])[c:19]1[c:20]([B:27]([OH:28])[OH:29])[c:21]([CH2:25][CH3:26])[cH:22][cH:23][cH:24]1.[CH3:1][O:2][C:3]([c:4]1[c:5]([C:12]([F:13])([F:14])[F:15])[n:6][c:7]([Cl:11])[cH:8][c:9]1[Cl:10])=[O:16].[CH3:36][c:37]1[cH:38][cH:39][cH:40][cH:41][cH:42]1.[Na+:30].[Na+:31].[O-:32][C:33](=[O:34])[O-:35].[cH:43]1[cH:44][cH:45][c:46]([P:47]([Pd:48]([P:49]([c:50]2[cH:51][cH:52][cH:53][cH:54][cH:55]2)([c:56]2[cH:57][cH:58][cH:59][cH:60][cH:61]2)[c:62]2[cH:63][cH:64][cH:65][cH:66][cH:67]2)([P:68]([c:69]2[cH:70][cH:71][cH:72][cH:73][cH:74]2)([c:75]2[cH:76][cH:77][cH:78][cH:79][cH:80]2)[c:81]2[cH:82][cH:83][cH:84][cH:85][cH:86]2)[P:87]([c:88]2[cH:89][cH:90][cH:91][cH:92][cH:93]2)([c:94]2[cH:95][cH:96][cH:97][cH:98][cH:99]2)[c:100]2[cH:101][cH:102][cH:103][cH:104][cH:105]2)([c:106]2[cH:107][cH:108][cH:109][cH:110][cH:111]2)[c:112]2[cH:113][cH:114][cH:115][cH:116][cH:117]2)[cH:118][cH:119]1>>[CH3:1][O:2][C:3]([c:4]1[c:5]([C:12]([F:13])([F:14])[F:15])[n:6][c:7](-[c:20]2[c:19]([CH2:17][CH3:18])[cH:24][cH:23][cH:22][c:21]2[CH2:25][CH3:26])[cH:8][c:9]1[Cl:10])=[O:16]. Starting materials: C([C@@H](O)CC(C)C)(=O)O (L-leucic acid), Cl (HCl), CO (methanol). Yields the product O[C@H](C(=O)OC)CC(C)C (methyl (2S)-2-hydroxy-4-methylpentanoate). Reaction SMILES: [C:1]([OH:9])(=[O:8])[C@H:2]([CH2:4][CH:5]([CH3:7])[CH3:6])[OH:3].Cl.[CH3:11]O>>[OH:3][C@@H:2]([CH2:4][CH:5]([CH3:7])[CH3:6])[C:1]([O:9][CH3:11])=[O:8]. Reported procedure: To a solution of L-leucic acid (1.33 g, 10 mmol) in methanol (20 mL) was added 12 N HCl (0.2 mL, 2.4 mmol) and the solution was refluxed for 3 h. After cooling to room temperature, the reaction mixture was concentrated in vacuo. The crude product was purified by flash chromatography using EtOAc in hexane to afford methyl (2S)-2-hydroxy-4-methylpentanoate as a colorless oil.